The task is: describe an organic reaction: reactants, conditions, products, and yield. This data is from the Open Reaction Database (ORD), a public repository of structured organic reaction records. Starting materials: N#Cc1nc(Cl)cnc1Oc1ccc(OCc2ccccc2)cc1, CCOC(C)=O, CS(C)=O, [F-], [K+], O. Product: N#Cc1nc(F)cnc1Oc1ccc(OCc2ccccc2)cc1. As a reaction SMILES: [CH2:1]([c:2]1[cH:3][cH:4][cH:5][cH:6][cH:7]1)[O:8][c:9]1[cH:10][cH:11][c:12]([O:13][c:14]2[c:15]([C:21]#[N:22])[n:16][c:17]([Cl:20])[cH:18][n:19]2)[cH:23][cH:24]1.[CH3:27][CH2:28][O:29][C:30](=[O:31])[CH3:32].[CH3:34][S:35](=[O:36])[CH3:37].[F-:25].[K+:26].[OH2:33]>>[CH2:1]([c:2]1[cH:3][cH:4][cH:5][cH:6][cH:7]1)[O:8][c:9]1[cH:10][cH:11][c:12]([O:13][c:14]2[c:15]([C:21]#[N:22])[n:16][c:17]([F:25])[cH:18][n:19]2)[cH:23][cH:24]1. Starting materials: BrC1=C(C(=O)OC)C(=CC=C1)F (methyl 2-bromo-6-fluorobenzoate), [B-](C=C)(F)(F)F.[K+] (potassium trifluoro(vinyl)borate), C([O-])([O-])=O.[Na+].[Na+] (sodium carbonate). Reagents/catalysts: C1=CC=C(C=C1)P([C-]2C=CC=C2)C3=CC=CC=C3.C1=CC=C(C=C1)P([C-]2C=CC=C2)C3=CC=CC=C3.Cl[Pd]Cl.[Fe+2] (Pd(dppf)Cl2). Run in O1CCOCC1 (dioxane), O (H2O). Run at temperature 100 celsius. Yields the product FC1=C(C(=O)OC)C(=CC=C1)C=C (methyl 2-fluoro-6-vinylbenzoate). The yield is 76.4%. RXN SMILES: Br[C:2]1[CH:11]=[CH:10][CH:9]=[C:8]([F:12])[C:3]=1[C:4]([O:6][CH3:7])=[O:5].[B-](F)(F)(F)[CH:14]=[CH2:15].[K+].C(=O)([O-])[O-].[Na+].[Na+]>O1CCOCC1.O.C1C=CC(P(C2C=CC=CC=2)[C-]2C=CC=C2)=CC=1.C1C=CC(P(C2C=CC=CC=2)[C-]2C=CC=C2)=CC=1.Cl[Pd]Cl.[Fe+2]>[F:12][C:8]1[CH:9]=[CH:10][CH:11]=[C:2]([CH:14]=[CH2:15])[C:3]=1[C:4]([O:6][CH3:7])=[O:5] |f:1.2,3.4.5,8.9.10.11|. Procedure details: To a solution of methyl 2-bromo-6-fluorobenzoate (53 g, 0.228 mol) and potassium trifluoro(vinyl)borate (33.63 g, 0.251 mol) in dioxane and H2O (3:1, 600 mL) was added Pd(dppf)Cl2 (5 g, 6.84 mmol) and sodium carbonate (69 g, 0.684 mol) at RT. The reaction mixture was heated at 100° C. for 12 hours under a nitrogen atmosphere. The mixture was concentrated in vacuo, diluted with water, and extracted with EtOAc (3×200 mL). The combined organic layers were washed with brine, dried over anhydrous Na2... Reaction conditions: temperature 40 celsius, time 3 day. Procedure: A mixture of tert-butyl-(1S,4S)-(+)-2,5-diazabicyclo-[2.2.1]-heptane-2-carboxylate (10.0 g, 50.4 mmol), 2,6-dichloropyrazine (15.0 g, 101 mmol) and dioxane (100 ml) was stirred at 40° C. for 3 days. The mixture was evaporated. Aqueous sodium hydroxide (100 ml, 1 M) was added, the mixture was evaporated to the half volume. The mixture was extracted with ethyl acetate (2×100 ml). Chromatography on silica gel with dichloromethane, methanol and conc. ammonia (89:10:1) gave the title compound as free... The solvent is O1CCOCC1 (dioxane). Reaction SMILES: [C:1]([O:5][C:6]([N:8]1[CH2:13][C@@H:12]2[CH2:14][C@H:9]1[CH2:10][NH:11]2)=[O:7])([CH3:4])([CH3:3])[CH3:2].[Cl:15][C:16]1[CH:21]=[N:20][CH:19]=[C:18](Cl)[N:17]=1>O1CCOCC1>[NH3:8].[Cl:15][C:16]1[N:17]=[C:18]([N:11]2[CH2:10][C@@H:9]3[CH2:14][C@H:12]2[CH2:13][N:8]3[C:6]([O:5][C:1]([CH3:4])([CH3:2])[CH3:3])=[O:7])[CH:19]=[N:20][CH:21]=1. Product: N (ammonia), ClC1=CN=CC(=N1)N1[C@@H]2CN([C@H](C1)C2)C(=O)OC(C)(C)C (2-[6-Chloro-2-pyrazinyl]-(1S,4S)-5-tert-butoxycarbonyl-2,5-diazabicyclo-[2.2.1]-heptane). The reactants are C(C)(C)(C)OC(=O)N1[C@@H]2CN[C@H](C1)C2 (tert-butyl-(1S,4S)-(+)-2,5-diazabicyclo-[2.2.1]-heptane-2-carboxylate), ClC1=NC(=CN=C1)Cl (2,6-dichloropyrazine). The reactants are Cc1ccccc1OCC(=O)Nc1ccc(-c2nc3cc(Br)ccc3o2)cc1, O=C([O-])[O-], CCO, ClCCl, [Na+], [Na+], O, O, c1ccccc1, OB(O)c1cccnc1. The product is Cc1ccccc1OCC(=O)Nc1ccc(-c2nc3cc(-c4cccnc4)ccc3o2)cc1. Reaction SMILES: [Br:1][c:2]1[cH:3][cH:4][c:5]2[c:6]([n:7][c:8](-[c:10]3[cH:11][cH:12][c:13]([NH:16][C:17]([CH2:18][O:19][c:20]4[c:21]([CH3:26])[cH:22][cH:23][cH:24][cH:25]4)=[O:27])[cH:14][cH:15]3)[o:9]2)[cH:28]1.[C:38](=[O:39])([O-:40])[O-:41].[CH3:50][CH2:51][OH:52].[Cl:54][CH2:55][Cl:56].[Na+:42].[Na+:43].[OH2:53].[OH2:57].[cH:44]1[cH:45][cH:46][cH:47][cH:48][cH:49]1.[n:29]1[cH:30][c:31]([B:35]([OH:36])[OH:37])[cH:32][cH:33][cH:34]1>>[c:2]1(-[c:31]2[cH:30][n:29][cH:34][cH:33][cH:32]2)[cH:3][cH:4][c:5]2[c:6]([n:7][c:8](-[c:10]3[cH:11][cH:12][c:13]([NH:16][C:17]([CH2:18][O:19][c:20]4[c:21]([CH3:26])[cH:22][cH:23][cH:24][cH:25]4)=[O:27])[cH:14][cH:15]3)[o:9]2)[cH:28]1. The reactants are BrC1=CC=C2C=CC3=C(C=CC4=CC=C1C2=C34)C3=CC=C(C=C3)C (1-bromo-6-(4-methylphenyl)pyrene), C(Cl)Cl (CH2Cl2), C(C)(C)(C)C=1C=C(C=CC1)B1OC(C(O1)(C)C)(C)C (2-(3-t-butylphenyl)-4,4,5,5-tetramethyl 1,3,2-dioxaborolane), P(=O)([O-])([O-])[O-].[K+].[K+].[K+] (tripotassium phosphate). The reagents and catalysts are C1=CC=C(C=C1)P([C-]2C=CC=C2)C3=CC=CC=C3.C1=CC=C(C=C1)P([C-]2C=CC=C2)C3=CC=CC=C3.Cl[Pd]Cl.[Fe+2] (PdCl2(dppf)). The solvent is CN(C=O)C (dimethylformamide), O (water). Conditions: temperature 100 celsius, time 6 hour. The product is C(C)(C)(C)C=1C=C(C=CC1)C1=CC=C2C=CC3=C(C=CC4=CC=C1C2=C34)C3=CC=C(C=C3)C (1-(3-t-butylphenyl)-6-(4-methylphenyl)pyrene). Isolated yield 81.7%. RXN SMILES: Br[C:2]1[C:15]2[C:16]3=[C:17]4[C:12](=[CH:13][CH:14]=2)[CH:11]=[CH:10][C:9]([C:18]2[CH:23]=[CH:22][C:21]([CH3:24])=[CH:20][CH:19]=2)=[C:8]4[CH:7]=[CH:6][C:5]3=[CH:4][CH:3]=1.[C:25]([C:29]1[CH:30]=[C:31](B2OC(C)(C)C(C)(C)O2)[CH:32]=[CH:33][CH:34]=1)([CH3:28])([CH3:27])[CH3:26].P([O-])([O-])([O-])=O.[K+].[K+].[K+].C(Cl)Cl>C1C=CC(P(C2C=CC=CC=2)[C-]2C=CC=C2)=CC=1.C1C=CC(P(C2C=CC=CC=2)[C-]2C=CC=C2)=CC=1.Cl[Pd]Cl.[Fe+2].O.CN(C)C=O>[C:25]([C:29]1[CH:30]=[C:31]([C:2]2[C:15]3[C:16]4=[C:17]5[C:12](=[CH:13][CH:14]=3)[CH:11]=[CH:10][C:9]([C:18]3[CH:19]=[CH:20][C:21]([CH3:24])=[CH:22][CH:23]=3)=[C:8]5[CH:7]=[CH:6][C:5]4=[CH:4][CH:3]=2)[CH:32]=[CH:33][CH:34]=1)([CH3:26])([CH3:27])[CH3:28] |f:2.3.4.5,7.8.9.10|. Reported procedure: Next, a mixed solution of 4.6 g of 1-bromo-6-(4-methylphenyl)pyrene, 4.9 g of 2-(3-t-butylphenyl)-4,4,5,5-tetramethyl 1,3,2-dioxaborolane, 8.0 g of tripotassium phosphate, 306 mg of PdCl2(dppf).CH2Cl2 and 75 ml of deaerated dimethylformamide was heated with stirring under a nitrogen gas flow at 100° C. for 6 hours. After cooling to room temperature, 100 ml of water was injected, followed by extraction with 100 ml of dichloromethane. The organic layer was washed twice with 50 ml of water, dried o... Reactants: C(C)(C)(C)OC(=O)N1CCN(CC1)C1=NSN=C1Cl (4-(4-Chloro-[1,2,5]thiadiazol-3-yl)-piperazine-1-carboxylic acid tert-butyl ester), C(C)(C)(C)O (tert-butyl alcohol), N1=CC=C(C=C1)CO (pyridin-4-yl-methanol), C(C)(C)(C)C([O-])CCC.[K+] (potassium tert-butyl butoxide). The solvent is CCOC(=O)C (EtOAc). Conditions: time 8 hour. Yields the product C(C)(C)(C)OC(=O)N1CCN(CC1)C1=NSN=C1OCC1=CC=NC=C1 (4-[4-(pyridin-4-ylmethoxy)-[1,2,5]thiadiazol-3-yl]-piperazine-1-carboxylic acid tert-butyl ester). The yield is 57.0%. RXN SMILES: [C:1]([O:5][C:6]([N:8]1[CH2:13][CH2:12][N:11]([C:14]2[C:18](Cl)=[N:17][S:16][N:15]=2)[CH2:10][CH2:9]1)=[O:7])([CH3:4])([CH3:3])[CH3:2].[N:20]1[CH:25]=[CH:24][C:23]([CH2:26][OH:27])=[CH:22][CH:21]=1.C(C(CCC)[O-])(C)(C)C.[K+].C(O)(C)(C)C>CCOC(C)=O>[C:1]([O:5][C:6]([N:8]1[CH2:13][CH2:12][N:11]([C:14]2[C:18]([O:27][CH2:26][C:23]3[CH:24]=[CH:25][N:20]=[CH:21][CH:22]=3)=[N:17][S:16][N:15]=2)[CH2:10][CH2:9]1)=[O:7])([CH3:4])([CH3:3])[CH3:2] |f:2.3|. Procedure: 4-(4-Chloro-[1,2,5]thiadiazol-3-yl)-piperazine-1-carboxylic acid tert-butyl ester (10.0 g, 33 mmol), pyridin-4-yl-methanol (6.9 g, 63 mmol) and a solution of 1M potassium tert-butyl butoxide in tert-butyl alcohol (60.0 mL, 60 mmol) were combined and stirred at room temperature overnight. The reaction mixture is diluted with EtOAc and washed with H2O (3×), sat'd NaCl (1×), dried (Na2SO4), and concentrated in vacuo. The crude product is purified by column chromatography (4:1 hexanes:EtOAc, followe... The reactants are C(C)NCCO (2-(Ethylamino)ethanol), CCN(C(C)C)C(C)C (DIEA), CS(=O)(=O)Cl (methanesulfonyl chloride), OCC=1C=CC2=C(C(NC3=NC=CC(=C23)NC2=CC=C(C=C2)NC(C2=CC=CC=C2)=O)=O)C1 (N-(4-(8-(Hydroxymethyl)-6-oxo-5,6-dihydrobenzo[c][1,8]naphthyridin-1-ylamino)phenyl)benzamide). Run in C(Cl)Cl (CH2Cl2). Reaction conditions: time 2 hour. The product is C(C)N(CCO)CC=1C=CC2=C(C(NC3=NC=CC(=C23)NC2=CC=C(C=C2)NC(C2=CC=CC=C2)=O)=O)C1 (N-(4-(8-((Ethyl(2-hydroxyethyl)amino)methyl)-6-oxo-5,6-dihydrobenzo[c][1,8]naphthyridin-1-ylamino)phenyl)benzamide). Isolated yield 19.7%. As a reaction SMILES: CCN(C(C)C)C(C)C.CS(Cl)(=O)=O.O[CH2:16][C:17]1[CH:18]=[CH:19][C:20]2[C:29]3[C:24](=[N:25][CH:26]=[CH:27][C:28]=3[NH:30][C:31]3[CH:36]=[CH:35][C:34]([NH:37][C:38](=[O:45])[C:39]4[CH:44]=[CH:43][CH:42]=[CH:41][CH:40]=4)=[CH:33][CH:32]=3)[NH:23][C:22](=[O:46])[C:21]=2[CH:47]=1.[CH2:48]([NH:50][CH2:51][CH2:52][OH:53])[CH3:49]>C(Cl)Cl>[CH2:48]([N:50]([CH2:16][C:17]1[CH:18]=[CH:19][C:20]2[C:29]3[C:24](=[N:25][CH:26]=[CH:27][C:28]=3[NH:30][C:31]3[CH:32]=[CH:33][C:34]([NH:37][C:38](=[O:45])[C:39]4[CH:44]=[CH:43][CH:42]=[CH:41][CH:40]=4)=[CH:35][CH:36]=3)[NH:23][C:22](=[O:46])[C:21]=2[CH:47]=1)[CH2:51][CH2:52][OH:53])[CH3:49]. Procedure details: DIEA (0.03 mL, 0.19 mmol) and methanesulfonyl chloride (0.01 mL, 0.09 mmol) were added to a solution of 273 (27 mg, 0.06 mmol) in CH2Cl2 and stirred for 2 h at room temperature. 2-(Ethylamino)ethanol (17 mg, 0.19 mmol) was added, and the reaction mixture was stirred for 1 h. The crude product was purified directly via HP-LC to provide 274 (6 mg, 16% yield) as a solid. LC-MS (M+H=508, obsd.=508). Starting materials: O[C@@H]1C=C(C(C1)=O)CCCCCCC(=O)OC (methyl 7-(3(S)-hydroxy-5-oxocyclopent-1-en-1-yl)heptanoate), C1=CC=CC=C1 (benzene), C1(=CC=C(C=C1)S(=O)(=O)O)C (p-toluenesulfonic acid), O1CCCC=C1 (dihydropyran). Solvent: C(C)(=O)OCC (ethyl acetate). Reaction conditions: time 5 minute. Yields the product O1C(CCCC1)O[C@@H]1C=C(C(C1)=O)CCCCCCC(=O)OC (methyl 7-(3(S)-tetrahydropyran-2-yloxy-5-oxocyclopent-1-en-1-yl)-heptanoate). RXN SMILES: [OH:1][C@H:2]1[CH2:6][C:5](=[O:7])[C:4]([CH2:8][CH2:9][CH2:10][CH2:11][CH2:12][CH2:13][C:14]([O:16][CH3:17])=[O:15])=[CH:3]1.C1C=CC=CC=1.C1(C)C=CC(S(O)(=O)=O)=CC=1.[O:35]1[CH:40]=[CH:39][CH2:38][CH2:37][CH2:36]1>C(OCC)(=O)C>[O:35]1[CH2:40][CH2:39][CH2:38][CH2:37][CH:36]1[O:1][C@H:2]1[CH2:6][C:5](=[O:7])[C:4]([CH2:8][CH2:9][CH2:10][CH2:11][CH2:12][CH2:13][C:14]([O:16][CH3:17])=[O:15])=[CH:3]1. Procedure details: To a solution of 1.74 parts of methyl 7-(3(S)-hydroxy-5-oxocyclopent-1-en-1-yl)heptanoate in 12 parts by volume of dry benzene is added 0.005 part of p-toluenesulfonic acid and 1.74 parts of dihydropyran. The reaction mixture is stirred for 5 minutes under a nitrogen atmosphere and then allowed to stand at room temperature for a further 2 hours. The resulting solution is diluted with ethyl acetate, washed with water, dried over anhydrous sodium sulfate, and stripped of solvent under reduced pres...